This data is from the Open Reaction Database (ORD), a public repository of structured organic reaction records. The task is: describe an organic reaction: reactants, conditions, products, and yield Starting materials: BrC=1C(CC2(C1C1=CC=C(C(=C1CC2)Br)OCOC)CCCC)=O (1,6-dibromo-3a-butyl-7-(methoxymethoxy)-3,3a,4,5-tetrahydro-2H-cyclopenta[a]naphthalen-2-one), C[Sn](C)(C)C (tetramethyltin), [Cl-].[Li+] (lithium chloride), C1(=CC=CC=C1)P(C1=CC=CC=C1)C1=CC=CC=C1 (triphenylphosphine). The reagents and catalysts are Cl[Pd]([P](C1=CC=CC=C1)(C2=CC=CC=C2)C3=CC=CC=C3)([P](C4=CC=CC=C4)(C5=CC=CC=C5)C6=CC=CC=C6)Cl (dichlorobis(triphenylphosphine)palladium(II)). The solvent is CN(C=O)C (N,N-dimethylformamide). Run at temperature 100 celsius. Product: BrC1=C2CCC3(C(C2=CC=C1OCOC)=C(C(C3)=O)C)CCCC (6-bromo-3a-butyl-7-(methoxymethoxy)-1-methyl-3,3a,4,5-tetrahydro-2H-cyclopenta[a]naphthalen-2-one). As a reaction SMILES: Br[C:2]1[C:3](=[O:24])[CH2:4][C:5]2([CH2:20][CH2:21][CH2:22][CH3:23])[CH2:14][CH2:13][C:12]3[C:7](=[CH:8][CH:9]=[C:10]([O:16][CH2:17][O:18][CH3:19])[C:11]=3[Br:15])[C:6]=12.[CH3:25][Sn](C)(C)C.[Cl-].[Li+].C1(P(C2C=CC=CC=2)C2C=CC=CC=2)C=CC=CC=1>CN(C)C=O.Cl[Pd](Cl)([P](C1C=CC=CC=1)(C1C=CC=CC=1)C1C=CC=CC=1)[P](C1C=CC=CC=1)(C1C=CC=CC=1)C1C=CC=CC=1>[Br:15][C:11]1[C:10]([O:16][CH2:17][O:18][CH3:19])=[CH:9][CH:8]=[C:7]2[C:12]=1[CH2:13][CH2:14][C:5]1([CH2:20][CH2:21][CH2:22][CH3:23])[CH2:4][C:3](=[O:24])[C:2]([CH3:25])=[C:6]12 |f:2.3,^1:58,77|. Procedure: A mixture of 1,6-dibromo-3a-butyl-7-(methoxymethoxy)-3,3a,4,5-tetrahydro-2H-cyclopenta[a]naphthalen-2-one (71 mg, 0.15 mmol), dichlorobis(triphenylphosphine)palladium(II) (16 mg, 0.022 mmol), tetramethyltin (0.053 mL, 0.36 mmol), lithium chloride (13 mg, 0.30 mmol), and triphenylphosphine (8 mg, 0.03 mmol) in anhydrous N,N-dimethylformamide (DMF, 0.75 mL) was placed under a N2 atmosphere and heated in an oil bath at 100° C. for 2 days. After cooling, the mixture was concentrated under vacuum, th... Starting materials: Clc1cc(I)cc(Cl)n1, CC(C)(C)OC(=O)N1CCCC(N)C1, O. Product: CC(C)(C)OC(=O)N1CCCC(Nc2cc(I)cc(Cl)n2)C1. Reaction SMILES: [Cl:1][c:2]1[n:3][c:4]([Cl:9])[cH:5][c:6]([I:8])[cH:7]1.[NH2:10][CH:11]1[CH2:12][N:13]([C:17](=[O:18])[O:19][C:20]([CH3:21])([CH3:22])[CH3:23])[CH2:14][CH2:15][CH2:16]1.[OH2:24]>>[c:2]1([NH:10][CH:11]2[CH2:12][N:13]([C:17](=[O:18])[O:19][C:20]([CH3:21])([CH3:22])[CH3:23])[CH2:14][CH2:15][CH2:16]2)[n:3][c:4]([Cl:9])[cH:5][c:6]([I:8])[cH:7]1. The reactants are CC(C)(C)OC(=O)Nc1ccc2c(c1)NC(=O)CCC2(C)C, C1CCOC1, COc1ccc(P2(=S)SP(=S)(c3ccc(OC)cc3)S2)cc1. Yields the product CC(C)(C)OC(=O)Nc1ccc2c(c1)NC(=S)CCC2(C)C. RXN SMILES: [C:1]([CH3:2])([CH3:3])([CH3:4])[O:5][C:6]([NH:7][c:8]1[cH:9][c:10]2[c:11]([cH:20][cH:21]1)[C:12]([CH3:18])([CH3:19])[CH2:13][CH2:14][C:15](=[O:17])[NH:16]2)=[O:22].[CH2:23]1[O:24][CH2:25][CH2:26][CH2:27]1.[CH3:28][O:29][c:30]1[cH:31][cH:32][c:33]([P:34]2(=[S:35])[S:36][P:38]([c:39]3[cH:40][cH:41][c:42]([O:43][CH3:44])[cH:45][cH:46]3)(=[S:47])[S:37]2)[cH:48][cH:49]1>>[C:1]([CH3:2])([CH3:3])([CH3:4])[O:5][C:6]([NH:7][c:8]1[cH:9][c:10]2[c:11]([cH:20][cH:21]1)[C:12]([CH3:18])([CH3:19])[CH2:13][CH2:14][C:15](=[S:37])[NH:16]2)=[O:22]. Reactants: O=C([O-])O, CC(N)Cc1n[nH]c2ccc(O)cc12, [Na+], C1COCCO1, O, O=C(Cl)OCC1c2ccccc2-c2ccccc21. Product: CC(Cc1n[nH]c2ccc(O)cc12)NC(=O)OCC1c2ccccc2-c2ccccc21. As a reaction SMILES: [C:39](=[O:40])([OH:41])[O-:42].[NH2:7][CH:8]([CH2:9][c:10]1[n:11][nH:12][c:13]2[cH:14][cH:15][c:16]([OH:19])[cH:17][c:18]12)[CH3:20].[Na+:43].[O:1]1[CH2:2][CH2:3][O:4][CH2:5][CH2:6]1.[OH2:44].[cH:21]1[cH:22][cH:23][cH:24][c:25]2[c:33]1[CH:32]([CH2:34][O:35][C:36](=[O:37])[Cl:38])[c:31]1[c:26]-2[cH:27][cH:28][cH:29][cH:30]1>>[NH:7]([CH:8]([CH2:9][c:10]1[n:11][nH:12][c:13]2[cH:14][cH:15][c:16]([OH:19])[cH:17][c:18]12)[CH3:20])[C:36]([O:35][CH2:34][CH:32]1[c:31]2[c:26]([cH:27][cH:28][cH:29][cH:30]2)-[c:25]2[cH:24][cH:23][cH:22][cH:21][c:33]21)=[O:37]. The reactants are C(CCCC)[Mg]Br (pentyl magnesium bromide), BrC1=NC=CC(=C1)C (2-bromo-4-methylpyridine). Reagents/catalysts: C1=CC=C(C=C1)P([C-]2C=CC=C2)C3=CC=CC=C3.C1=CC=C(C=C1)P([C-]2C=CC=C2)C3=CC=CC=C3.Cl[Pd]Cl.[Fe+2] (Pd(dppf)2Cl2). The solvent is C1CCOC1 (THF). Run at temperature -78 celsius. Product: CC1=CC(=NC=C1)CCCCC (4-methyl-2-pentyl-pyridine). Isolated yield 44.9%. RXN SMILES: Br[C:2]1[CH:7]=[C:6]([CH3:8])[CH:5]=[CH:4][N:3]=1.[CH2:9]([Mg]Br)[CH2:10][CH2:11][CH2:12][CH3:13]>C1C=CC(P(C2C=CC=CC=2)[C-]2C=CC=C2)=CC=1.C1C=CC(P(C2C=CC=CC=2)[C-]2C=CC=C2)=CC=1.Cl[Pd]Cl.[Fe+2].C1COCC1>[CH3:8][C:6]1[CH:5]=[CH:4][N:3]=[C:2]([CH2:9][CH2:10][CH2:11][CH2:12][CH3:13])[CH:7]=1 |f:2.3.4.5|. Procedure details: A 50 ml reactor under argon was charged with 2-bromo-4-methylpyridine and THF. The reaction was cooled to −78° C. and the Pd(dppf)2Cl2 (dppf being 1,1′-di(diphenylphosphine)-ferrocene) catalyst was added, followed by 3.0 M pentyl magnesium bromide. The reaction was allowed to warm to 0° C. until the starting material was consumed. The reaction was quenched with 20 ml of saturated ammonium chloride solution and extracted with 20 ml of ethylacetate. The ethyl acetate layer was extracted with 20 ml... The reactants are NC1=NC(=CC=C1NC(=O)C1(CC1)C1=NC=CN=C1)N1C[C@@H](CCC1)C(=O)N1CCCC1 ((R)—N-(2-amino-6-(3-(pyrrolidine-1-carbonyl)piperidin-1-yl)pyridin-3-yl)-1-(pyrazin-2-yl)cyclopropanecarboxamide), CO (methanol), C[O-].[Na+] (sodium methoxide). Run in C(C(C)C)O (isobutanol). Run at temperature 100 celsius. The product is N1=C(C=NC=C1)C1(CC1)C1=NC=2C(=NC(=CC2)N2C[C@@H](CCC2)C(=O)N2CCCC2)N1 ((R)-(1-(2-(1-(Pyrazin-2-yl)cyclopropyl)-3H-imidazo[4,5-b]pyridin-5-yl)piperidin-3-yl)(pyrrolidin-1-yl)methanone). Yield: 20.7%. Reaction SMILES: [NH2:1][C:2]1[C:7]([NH:8][C:9]([C:11]2([C:14]3[CH:19]=[N:18][CH:17]=[CH:16][N:15]=3)[CH2:13][CH2:12]2)=O)=[CH:6][CH:5]=[C:4]([N:20]2[CH2:25][CH2:24][CH2:23][C@@H:22]([C:26]([N:28]3[CH2:32][CH2:31][CH2:30][CH2:29]3)=[O:27])[CH2:21]2)[N:3]=1.CO.C[O-].[Na+]>C(O)C(C)C>[N:15]1[CH:16]=[CH:17][N:18]=[CH:19][C:14]=1[C:11]1([C:9]2[NH:1][C:2]3=[N:3][C:4]([N:20]4[CH2:25][CH2:24][CH2:23][C@@H:22]([C:26]([N:28]5[CH2:32][CH2:31][CH2:30][CH2:29]5)=[O:27])[CH2:21]4)=[CH:5][CH:6]=[C:7]3[N:8]=2)[CH2:13][CH2:12]1 |f:2.3|. Procedure: To a solution of (R)—N-(2-amino-6-(3-(pyrrolidine-1-carbonyl)piperidin-1-yl)pyridin-3-yl)-1-(pyrazin-2-yl)cyclopropanecarboxamide (0.1 g, 0.22 mmol) in anhydrous methanol (0.072 mL, 1.78 mmol) was added sodium methoxide (54 mg, 1.1 mmol) and isobutanol (3.5 mL). The reaction mixture was heated at 100° C. for 18 h. The solvent was removed under reduced pressure and the crude material was purified via preparative TLC to afford the title compound (19 mg). MS (ES+APCI) (M+H) 418.1; LCMS retention ti...